This data is from the Open Reaction Database (ORD), a public repository of structured organic reaction records. The task is: describe an organic reaction: reactants, conditions, products, and yield Reactants: [OH-].[Na+] (sodium hydroxide), C1(=CC=CC=C1)C(=NCC(=O)OCC)C1=CC=CC=C1 (Ethyl N-(diphenylmethylene)glycinate), C1CC2=CC=CC=C2C(C3=CC=CC=C31)Cl (5-chlorodibenzosuberane). The reagents and catalysts are [Br-].C(CCC)[N+](CCCC)(CCCC)CCCC (tetrabutylammonium bromide). Run in C(C)OCC (diethyl ether), O (water), ClCCl (dichloromethane), ClCCl (dichloromethane), O (water). Conditions: time 4 hour. The product is C1(=CC=CC=C1)C(C1=CC=CC=C1)=NC(C(=O)OCC)C1C2=C(CCC3=C1C=CC=C3)C=CC=C2 (Ethyl α-[(diphenylmethylene)amino]-10,11-dihydro-5H-dibenzo[a,d]cycloheptene-5-acetate). Isolated yield 101.5%. RXN SMILES: [C:1]1([C:7]([C:15]2[CH:20]=[CH:19][CH:18]=[CH:17][CH:16]=2)=[N:8][CH2:9][C:10]([O:12][CH2:13][CH3:14])=[O:11])[CH:6]=[CH:5][CH:4]=[CH:3][CH:2]=1.[CH2:21]1[C:35]2[C:30](=[CH:31][CH:32]=[CH:33][CH:34]=2)[CH:29](Cl)[C:28]2[C:23](=[CH:24][CH:25]=[CH:26][CH:27]=2)[CH2:22]1.[OH-].[Na+]>ClCCl.[Br-].C([N+](CCCC)(CCCC)CCCC)CCC.O.C(OCC)C>[C:1]1([C:7](=[N:8][CH:9]([CH:29]2[C:28]3[CH:27]=[CH:26][CH:25]=[CH:24][C:23]=3[CH2:22][CH2:21][C:35]3[CH:34]=[CH:33][CH:32]=[CH:31][C:30]2=3)[C:10]([O:12][CH2:13][CH3:14])=[O:11])[C:15]2[CH:20]=[CH:19][CH:18]=[CH:17][CH:16]=2)[CH:2]=[CH:3][CH:4]=[CH:5][CH:6]=1 |f:2.3,5.6|. Procedure: Ethyl N-(diphenylmethylene)glycinate (12 g, 45 mmol) and 5-chlorodibenzosuberane (12.32 g, 54 mmol) are dissolved in 250 mL of dichloromethane, tetrabutylammonium bromide (17.6 g, 55 mmol) and 47 mL of 50% sodium hydroxide solution are added and the mixture is mechanically stirred at room temperature for 4 hours. Then it is diluted with 75 mL of dichloromethane and water and the layers are separated. The organic layer is washed with water, dried over magnesium sulfate, filtered, and stripped und... Reactants: C1CCOC1, CN1CCNCC1, ClCCl, O=C(O)Cc1ccc([N+](=O)[O-])cc1, CN(C)C=O, O=S(Cl)Cl. Yields the product CN1CCN(C(=O)Cc2ccc([N+](=O)[O-])cc2)CC1. RXN SMILES: [CH2:30]1[O:31][CH2:32][CH2:33][CH2:34]1.[CH3:23][N:24]1[CH2:25][CH2:26][NH:27][CH2:28][CH2:29]1.[Cl:35][CH2:36][Cl:37].[N+:1](=[O:2])([O-:3])[c:4]1[cH:5][cH:6][c:7]([CH2:10][C:11](=[O:12])[OH:13])[cH:8][cH:9]1.[O:18]=[CH:19][N:20]([CH3:21])[CH3:22].[S:14]([Cl:15])([Cl:16])=[O:17]>>[N+:1](=[O:2])([O-:3])[c:4]1[cH:5][cH:6][c:7]([CH2:10][C:11](=[O:13])[N:27]2[CH2:26][CH2:25][N:24]([CH3:23])[CH2:29][CH2:28]2)[cH:8][cH:9]1.